This data is from the Open Reaction Database (ORD), a public repository of structured organic reaction records. The task is: describe an organic reaction: reactants, conditions, products, and yield Starting materials: COc1ccc(Br)cc1, CON(C)C(=O)c1cn(-c2cccc(-c3ccccc3)c2)cn1. Product: COc1ccc(C(=O)c2cn(-c3cccc(-c4ccccc4)c3)cn2)cc1. As a reaction SMILES: [Br:24][c:25]1[cH:26][cH:27][c:28]([O:31][CH3:32])[cH:29][cH:30]1.[CH3:1][O:2][N:3]([C:4](=[O:5])[c:6]1[n:7][cH:8][n:9](-[c:11]2[cH:12][c:13](-[c:17]3[cH:18][cH:19][cH:20][cH:21][cH:22]3)[cH:14][cH:15][cH:16]2)[cH:10]1)[CH3:23]>>[C:4](=[O:5])([c:6]1[n:7][cH:8][n:9](-[c:11]2[cH:12][c:13](-[c:17]3[cH:18][cH:19][cH:20][cH:21][cH:22]3)[cH:14][cH:15][cH:16]2)[cH:10]1)[c:25]1[cH:26][cH:27][c:28]([O:31][CH3:32])[cH:29][cH:30]1.